The task is: describe an organic reaction: reactants, conditions, products, and yield. This data is from the Open Reaction Database (ORD), a public repository of structured organic reaction records. The reactants are C1(=CC=CC=C1)P(C1=CC=CC=C1)C1=CC=CC=C1 (triphenylphosphine), BrN1C(CCC1=O)=O (N-bromosuccinimide), COC=1C=C(C=CC1)CCCO (3-(3-methoxyphenyl)-1-propanol). Solvent: C(Cl)Cl (methylene chloride). Run at time 15 hour. Product: BrCCCC1=CC(=CC=C1)OC (1-(3-bromopropyl)-3-methoxybenzene). Isolated yield 75.1%. As a reaction SMILES: [CH3:1][O:2][C:3]1[CH:4]=[C:5]([CH2:9][CH2:10][CH2:11]O)[CH:6]=[CH:7][CH:8]=1.C1(P(C2C=CC=CC=2)C2C=CC=CC=2)C=CC=CC=1.[Br:32]N1C(=O)CCC1=O>C(Cl)Cl>[Br:32][CH2:11][CH2:10][CH2:9][C:5]1[CH:6]=[CH:7][CH:8]=[C:3]([O:2][CH3:1])[CH:4]=1. Procedure: Compound 16-1 (2.00 g) was dissolved in methylene chloride (50 ml), triphenylphosphine (3.58 g) and N-bromosuccinimide (2.40 g) were added under ice-cooling, and the mixture was stirred under ice-cooling for 1 hr, and further at room temperature for 15 hr. The reaction mixture was washed with water and saturated brine, and dried over anhydrous magnesium sulfate. The solvent was evaporated under reduced pressure. Diethyl ether (100 ml) was added, and the precipitated triphenylphosphine oxide was ... Reactants: B, Cl, N#CCc1ccc(I)cc1, C1COCCO1, C1CCOC1. Yields the product NCCc1ccc(I)cc1. Reaction SMILES: [BH3:11].[ClH:12].[I:1][c:2]1[cH:3][cH:4][c:5]([CH2:8][C:9]#[N:10])[cH:6][cH:7]1.[O:13]1[CH2:14][CH2:15][O:16][CH2:17][CH2:18]1.[O:19]1[CH2:20][CH2:21][CH2:22][CH2:23]1>>[I:1][c:2]1[cH:3][cH:4][c:5]([CH2:8][CH2:9][NH2:10])[cH:6][cH:7]1. Starting materials: NC1=C(C(=CC(=C1)Br)C(F)(F)F)N(C(OCC)=O)CC1=CC(=CC=C1)C(F)(F)F (ethyl 2-amino-4-bromo-6-(trifluoromethyl)phenyl[3-(trifluoromethyl)benzyl]carbamate), [H-].[Na+] (sodium hydride), Cl (hydrochloric acid). Solvent: C(C)O (ethanol). Product: BrC1=CC2=C(N(C(N2)=O)CC2=CC(=CC=C2)C(F)(F)F)C(=C1)C(F)(F)F (5-bromo-7-(trifluoromethyl)-1-[3-(trifluoromethyl)benzyl]-1,3-dihydro-2H-benzimidazol-2-one). Yield: 106.2%. As a reaction SMILES: [NH2:1][C:2]1[CH:7]=[C:6]([Br:8])[CH:5]=[C:4]([C:9]([F:12])([F:11])[F:10])[C:3]=1[N:13]([CH2:19][C:20]1[CH:25]=[CH:24][CH:23]=[C:22]([C:26]([F:29])([F:28])[F:27])[CH:21]=1)[C:14](=O)[O:15]CC.[H-].[Na+].Cl>C(O)C>[Br:8][C:6]1[CH:5]=[C:4]([C:9]([F:12])([F:10])[F:11])[C:3]2[N:13]([CH2:19][C:20]3[CH:25]=[CH:24][CH:23]=[C:22]([C:26]([F:28])([F:29])[F:27])[CH:21]=3)[C:14](=[O:15])[NH:1][C:2]=2[CH:7]=1 |f:1.2|. Procedure: To a solution of ethyl 2-amino-4-bromo-6-(trifluoromethyl)phenyl[3-(trifluoromethyl)benzyl]carbamate (257.8 mg) in ethanol (10 ml) was added sodium hydride (60%) (48.7 mg). The reaction mixture was heated at reflux for 1.5 hours. To the reaction mixture was added 1N hydrochloric acid, and the mixture was extracted with chloroform. The organic layer was dried over anhydrous magnesium sulfate, and concentrated in vacuo to give the title compound (247.7 mg, quantitative yield). Starting materials: ClCCl, OCc1cnc(Cl)cc1Cl, O=S(Cl)Cl. The product is ClCc1cnc(Cl)cc1Cl. Reaction SMILES: [Cl:15][CH2:16][Cl:17].[Cl:1][c:2]1[c:3]([CH2:9][OH:10])[cH:4][n:5][c:6]([Cl:8])[cH:7]1.[S:11]([Cl:12])([Cl:13])=[O:14]>>[Cl:1][c:2]1[c:3]([CH2:9][Cl:13])[cH:4][n:5][c:6]([Cl:8])[cH:7]1. Reactants: C(CC(=O)C)(=O)OCC (Ethyl acetoacetate), [H-].[Na+] (NaH), C(=O)(O)[O-].[Na+] (NaHCO3), BrC1=CC=C(C=C1)CBr (1-bromo-4-(bromomethyl)benzene). Solvent: CN(C)C=O (DMF). Run at temperature 0 celsius, time 30 minute. Yields the product BrC1=CC=C(CC(C(=O)OCC)(C(C)=O)CC2=CC=C(C=C2)Br)C=C1 (ethyl 2,2-bis(4-bromobenzyl)-3-oxobutanoate). Yield: 90.0%. Reaction SMILES: [C:1]([O:7][CH2:8][CH3:9])(=[O:6])[CH2:2][C:3]([CH3:5])=[O:4].[H-].[Na+].[Br:12][C:13]1[CH:18]=[CH:17][C:16]([CH2:19]Br)=[CH:15][CH:14]=1.C([O-])(O)=O.[Na+]>CN(C=O)C>[Br:12][C:13]1[CH:18]=[CH:17][C:16]([CH2:19][C:2]([CH2:19][C:16]2[CH:15]=[CH:14][C:13]([Br:12])=[CH:18][CH:17]=2)([C:3](=[O:4])[CH3:5])[C:1]([O:7][CH2:8][CH3:9])=[O:6])=[CH:15][CH:14]=1 |f:1.2,4.5|. Reported procedure: Ethyl acetoacetate (0.632 mL, 5 mmol) was added to a solution containing NaH (0.493 g, 11.25 mmol) in DMF (5 mL), and the resulting mixture was stirred at 0° C. for 30 minutes. 1-bromo-4-(bromomethyl)benzene (2.788 g, 11.15 mmol) was added to the mixed liquid, and the resulting mixture was stirred at room temperature for 12 hours. The mixed liquid was then poured into a saturated aqueous solution of NaHCO3, and extracted with ethyl acetate. The organic layer was washed with a saturated saline so...